This data is from the Open Reaction Database (ORD), a public repository of structured organic reaction records. The task is: describe an organic reaction: reactants, conditions, products, and yield Starting materials: COC(=O)OC, Cl, [H-], [Na+], C1CCOC1, O, O=C1CCCCc2ccccc21. Yields the product COC(=O)C1CCCc2ccccc2C1=O. As a reaction SMILES: [CH3:13][O:14][C:15](=[O:16])[O:17][CH3:18].[ClH:21].[H-:19].[Na+:20].[O:22]1[CH2:23][CH2:24][CH2:25][CH2:26]1.[OH2:27].[cH:1]1[cH:2][cH:3][cH:4][c:5]2[c:6]1[CH2:7][CH2:8][CH2:9][CH2:10][C:11]2=[O:12]>>[cH:1]1[cH:2][cH:3][cH:4][c:5]2[c:6]1[CH2:7][CH2:8][CH2:9][CH:10]([C:15]([O:14][CH3:13])=[O:16])[C:11]2=[O:12].